This data is from the Open Reaction Database (ORD), a public repository of structured organic reaction records. The task is: describe an organic reaction: reactants, conditions, products, and yield The reactants are solid, BrC1=CC(=CC=2C(=C3N(C12)CCCNC3=O)C)C#N (7-bromo-11-methyl-1-oxo-2,3,4,5-tetrahydro-[1,4]diazepino[1,2-a]indole-9-carbonitrile), BrC1=CC(=CC=2C(=C3N(C12)CCCNC3=O)C)C#N (7-bromo-11-methyl-1-oxo-2,3,4,5-tetrahydro-[1,4]diazepino[1,2-a]indole-9-carbonitrile), FC1=NC=CC(=C1)B(O)O (2-fluoro-pyridin-4-ylboronic acid). Yields the product FC1=NC=CC(=C1)C1=CC(=CC=2C(=C3N(C12)CCCNC3=O)C)C#N (7-(2-Fluoropyridin-4-yl)-11-methyl-1-oxo-2,3,4,5-tetrahydro-[1,4]diazepino[1,2-a]indole-9-carbonitrile). RXN SMILES: Br[C:2]1[C:10]2[N:9]3[CH2:11][CH2:12][CH2:13][NH:14][C:15](=[O:16])[C:8]3=[C:7]([CH3:17])[C:6]=2[CH:5]=[C:4]([C:18]#[N:19])[CH:3]=1.[F:20][C:21]1[CH:26]=[C:25](B(O)O)[CH:24]=[CH:23][N:22]=1>>[F:20][C:21]1[CH:26]=[C:25]([C:2]2[C:10]3[N:9]4[CH2:11][CH2:12][CH2:13][NH:14][C:15](=[O:16])[C:8]4=[C:7]([CH3:17])[C:6]=3[CH:5]=[C:4]([C:18]#[N:19])[CH:3]=2)[CH:24]=[CH:23][N:22]=1. Procedure: The title compound, white solid (59 mg, 71%), MS (ISP) m/z=335.5 [(M+H)+], mp 264° C., was prepared in accordance with the general method of example 1 from 7-bromo-11-methyl-1-oxo-2,3,4,5-tetrahydro-[1,4]diazepino[1,2-a]indole-9-carbonitrile (intermediate 17) (79.5 mg, 0.25 mmol) and commercially available 2-fluoro-pyridin-4-ylboronic acid (45.8 mg, 0.325 mmol). The reactants are CCOC=O, [Li]CCCC, CC(C)NC(C)C, Clc1ccncc1, C1CCOC1, O. Yields the product O=Cc1cnccc1Cl. Reaction SMILES: [CH2:20]([O:22][CH:21]=[O:23])[CH3:24].[CH3:1][CH2:2][CH2:3][CH2:4][Li:5].[CH:6]([NH:7][CH:8]([CH3:9])[CH3:10])([CH3:11])[CH3:12].[Cl:13][c:14]1[cH:15][cH:16][n:17][cH:18][cH:19]1.[O:25]1[CH2:26][CH2:27][CH2:28][CH2:29]1.[OH2:30]>>[Cl:13][c:14]1[c:15]([CH:20]=[O:22])[cH:16][n:17][cH:18][cH:19]1. Reactants: CC1(OCC(O1)C2C(C3C(O2)OC(O3)(C)C)OCC4=CC=CC=C4)C (3-O-Benzyl-1,2:5,6-di-O-isopropylidene-α-D-glucofuranose). The solvent is C(C)(=O)O (acetic acid). The product is CC1(O[C@@H]2[C@H]([C@H](O[C@@H]2O1)[C@@H](CO)O)OCC3=CC=CC=C3)C (3-O-Benzyl-1,2-O-isopropylidene-α-D-glucofuranose). Reaction SMILES: CC1(C)[O:6][CH:5]([CH:7]2[O:11][CH:10]3[O:12][C:13]([CH3:16])([CH3:15])[O:14][CH:9]3[CH:8]2[O:17][CH2:18][C:19]2[CH:24]=[CH:23][CH:22]=[CH:21][CH:20]=2)[CH2:4][O:3]1>C(O)(=O)C>[CH3:15][C:13]1([CH3:16])[O:12][C@@H:10]2[C@@H:9]([C@@H:8]([O:17][CH2:18][C:19]3[CH:24]=[CH:23][CH:22]=[CH:21][CH:20]=3)[C@@H:7]([C@H:5]([OH:6])[CH2:4][OH:3])[O:11]2)[O:14]1. Procedure: Partial hydrolysis of 30B (50 g) was achieved in 75% acetic acid in a period of 20 h. Concentration to a smaller volume and extraction with ethyl acetate yielded 30C, 40 g, (90%). Homogeneous by TLC.